Dataset: the Open Reaction Database (ORD), a public repository of structured organic reaction records. Task: describe an organic reaction: reactants, conditions, products, and yield Starting materials: ClC1=C(C=CC(=C1)Cl)C1=NC=C(N=C1)I (2-(2,4-dichlorophenyl)-5-iodopyrazine), C[Si](C)(C)C#C (trimethylsilylacetylene). Solvent: C1CCCCC1.CCOC(=O)C (cyclohexane EtOAc). The product is ClC1=C(C=CC(=C1)Cl)C1=NC=C(N=C1)C#C[Si](C)(C)C (2-(2,4-dichlorophenyl)-5-trimethylsilanylethynylpyrazine). As a reaction SMILES: [Cl:1][C:2]1[CH:7]=[C:6]([Cl:8])[CH:5]=[CH:4][C:3]=1[C:9]1[CH:14]=[N:13][C:12](I)=[CH:11][N:10]=1.[CH3:16][Si:17]([C:20]#[CH:21])([CH3:19])[CH3:18]>C1CCCCC1.CCOC(C)=O>[Cl:1][C:2]1[CH:7]=[C:6]([Cl:8])[CH:5]=[CH:4][C:3]=1[C:9]1[CH:14]=[N:13][C:12]([C:21]#[C:20][Si:17]([CH3:19])([CH3:18])[CH3:16])=[CH:11][N:10]=1 |f:2.3|. Procedure details: The product was prepared analogously to Example 48.1c from 450 mg (1.28 mmol) of 2-(2,4-dichlorophenyl)-5-iodopyrazine and 0.20 mL (1.41 mmol) of trimethylsilylacetylene (using triethylamine as base). Yield: 300 mg (73% of theoretical); C15H14Cl2N2Si (M=321.276); calc.: molpeak (M+H)+:321/323/325 (2 Cl); found: molpeak (M+H)+:321/323/325 (2 Cl); Rf value: 0.6 (silica gel, cyclohexane/EtOAc 9:1). Starting materials: C(P(OCC)(=O)OCC)P(OCC)(=O)OCC (tetraethyl methanediphosphonate), [H-].[Na+] (sodium hydride), Cl.C(C1=CC=CC=C1)N1C(=NC=C1)CCl (1-benzyl-2-chloromethylimidazole hydrochloride), C(C1=CC=CC=C1)N1C(=NC=C1)CC(P(OCC)(=O)OCC)P(OCC)(=O)OCC (tetraethyl (1-benzylimidazol-2-ylmethyl)-methanediphosphonate), Cl (hydrochloric acid). Run in O1CCCC1 (tetrahydrofuran). Yields the product O.C(C1=CC=CC=C1)N1C(=NC=C1)CC(P(O)(=O)O)P(O)(=O)O (2-(1-benzylimidazol-2-yl)ethane-1,1-diphosphonic acid monohydrate). Isolated yield 80.0%. RXN SMILES: C(P(OCC)(=O)OCC)P(OCC)(=O)[O:3]CC.[H-].[Na+].Cl.C(N1C=CN=C1CCl)C1C=CC=CC=1.[CH2:35]([N:42]1[CH:46]=[CH:45][N:44]=[C:43]1[CH2:47][CH:48]([P:57]([O:62]CC)(=[O:61])[O:58]CC)[P:49]([O:54]CC)(=[O:53])[O:50]CC)[C:36]1[CH:41]=[CH:40][CH:39]=[CH:38][CH:37]=1.Cl>O1CCCC1>[OH2:3].[CH2:35]([N:42]1[CH:46]=[CH:45][N:44]=[C:43]1[CH2:47][CH:48]([P:57]([OH:62])(=[O:58])[OH:61])[P:49]([OH:54])(=[O:50])[OH:53])[C:36]1[CH:41]=[CH:40][CH:39]=[CH:38][CH:37]=1 |f:1.2,3.4,8.9|. Reported procedure: 14.8 g (0.051 mole) of tetraethyl methanediphosphonate are added dropwise to a suspension of 2.4 g of sodium hydride in 35 ml of absolute tetrahydrofuran, and the reaction mixture is stirred at room temperature until the evolution of gas has ceased. Then 11.3 g (0.0465 mole) of 1-benzyl-2-chloromethylimidazole hydrochloride are added in portions. With stirring, the reaction mixture is heated under reflux for 20 hours to the boil. Precipitated sodium chloride is then removed by filtration and the... The reactants are C(C)(=O)NCSCC(C(=O)N1[C@H](C(=O)O)CCC1)C (1-[3-(acetamidomethylthio)-2-methylpropanoyl]-L-proline), mercuric acetate, S (hydrogen sulfide). Run in C(C)(=O)O (acetic acid), O (water). Yields the product SCC(C(=O)N1[C@H](C(=O)O)CCC1)C (1-(3-mercapto-2-methylpropanoyl)-L-proline). RXN SMILES: C(NC[S:6][CH2:7][CH:8]([CH3:19])[C:9]([N:11]1[CH2:18][CH2:17][CH2:16][C@H:12]1[C:13]([OH:15])=[O:14])=[O:10])(=O)C.S>C(O)(=O)C.O>[SH:6][CH2:7][CH:8]([CH3:19])[C:9]([N:11]1[CH2:18][CH2:17][CH2:16][C@H:12]1[C:13]([OH:15])=[O:14])=[O:10]. Procedure: 1-[3-(acetamidomethylthio)-2-methylpropanoyl]-L-proline (1.4 g.) and mercuric acetate (1.93 g.) are dissolved in a mixture of acetic acid (25 ml.) and water (25 ml.). After one hour stirring on the steam bath, hydrogen sulfide is bubbled through until no more precipitation of mercuric sulfide is observed. The mixture is filtered, the precipitate is washed with ethanol, and the filtrate is concentrated to dryness in vacuo to yield 1-(3-mercapto-2-methylpropanoyl)-L-proline. Rf : 0.35 (Silica gel,...